Dataset: the Open Reaction Database (ORD), a public repository of structured organic reaction records. Task: describe an organic reaction: reactants, conditions, products, and yield The reactants are C1(CC1)C1N(C(=C(C(=N1)Cl)C=1N(CCN1)C(C)=O)Cl)N (2-cyclopropyl-4,6-dichloro-5-(1-acetyl-2-imidazolin-2-yl)-aminopyrimidine), C[O-].[Na+] (sodium methylate), CO (methanol). The product is C1(CC1)C1N(C(=C(C(=N1)OC)C=1NCCN1)OC)N (2-cyclopropyl-4,6-dimethoxy-5(2-imidazolin-2-yl)-aminopyrimidine). Reaction SMILES: [CH:1]1([CH:4]2[N:9]=[C:8](Cl)[C:7]([C:11]3[N:12](C(=O)C)[CH2:13][CH2:14][N:15]=3)=[C:6](Cl)[N:5]2[NH2:20])[CH2:3][CH2:2]1.[CH3:21][O-:22].[Na+].[CH3:24][OH:25]>>[CH:1]1([CH:4]2[N:9]=[C:8]([O:22][CH3:21])[C:7]([C:11]3[NH:12][CH2:13][CH2:14][N:15]=3)=[C:6]([O:25][CH3:24])[N:5]2[NH2:20])[CH2:2][CH2:3]1 |f:1.2|. Reported procedure: 3.0 g 2-cyclopropyl-4,6-dichloro-5-(1-acetyl-2-imidazolin-2-yl)-aminopyrimidine are mixed with a solution of 1.4 g sodium methylate in 15 ml methanol and heated for 6 hours under reflux. The solution then is concentrated, mixed with water, and extracted with chloroform. The chlorform phase is dried and concentrated. 1.8 g of 2-cyclopropyl-4,6-dimethoxy-5(2-imidazolin-2-yl)-aminopyrimidine (melting point 193°-195° C.) is obtained. The hydrochloride of this compound melts at 214°-216° C. Reactants: NC1=CC=C(C=C1)S(=O)(=O)NC1=C(C=CC=C1)C (4-Amino-N-o-tolyl-benzenesulfonamide), [N+](=O)([O-])C1=CC=C(C=C1)S(=O)(=O)NC1=CC=C(C=C1)C (4-Nitro-N-p-tolyl-benzenesulfonamide). Yields the product NC1=CC=C(C=C1)S(=O)(=O)NC1=CC=C(C=C1)C (4-Amino-N-p-tolyl-benzenesulfonamide). Yield: 99.0%. RXN SMILES: NC1C=CC(S(NC2C=CC=CC=2C)(=O)=O)=CC=1.[N+:19]([C:22]1[CH:27]=[CH:26][C:25]([S:28]([NH:31][C:32]2[CH:37]=[CH:36][C:35]([CH3:38])=[CH:34][CH:33]=2)(=[O:30])=[O:29])=[CH:24][CH:23]=1)([O-])=O>>[NH2:19][C:22]1[CH:27]=[CH:26][C:25]([S:28]([NH:31][C:32]2[CH:37]=[CH:36][C:35]([CH3:38])=[CH:34][CH:33]=2)(=[O:30])=[O:29])=[CH:24][CH:23]=1. Procedure: (RK1-1-30)I This compound was prepared according to the procedure for compound 12a except using 11d to obtain the required product as an off-white solid (225 mg, 99%). Mp=174-176° C. (lit 190-190.5° C., Bioorganic and Medicinal Chemistry 15(2), 1014-1021; 2007); 1H NMR (400 MHz, CDCl3) δ 7.43 (d, J=8.8 Hz, 2H), 6.96 (d, J=8.4 Hz, 2H), 6.86 (d, J=8.4 Hz, 2H), 6.52 (d, J=8.8 Hz, 2H), 6.14 (br s, 1H), 4.00 (br s, 2H), 2.20 (s, 3H). Reactants: CC(C)O, Cc1ccc(Oc2c(F)cc(C(F)(F)F)cc2Cl)cc1[N+](=O)[O-], Cl, [Fe], O. The product is Cc1ccc(Oc2c(F)cc(C(F)(F)F)cc2Cl)cc1N. As a reaction SMILES: [CH:26]([OH:27])([CH3:28])[CH3:29].[Cl:1][c:2]1[c:3]([O:4][c:5]2[cH:6][c:7]([N+:12]([O-:13])=[O:14])[c:8]([CH3:11])[cH:9][cH:10]2)[c:15]([F:23])[cH:16][c:17]([C:19]([F:20])([F:21])[F:22])[cH:18]1.[ClH:25].[Fe:30].[OH2:24]>>[Cl:1][c:2]1[c:3]([O:4][c:5]2[cH:6][c:7]([NH2:12])[c:8]([CH3:11])[cH:9][cH:10]2)[c:15]([F:23])[cH:16][c:17]([C:19]([F:20])([F:21])[F:22])[cH:18]1. The reactants are C1(CCC1)N1CCC2=C(CC1)C=C(C=C2)O (3-Cyclobutyl-2,3,4,5-tetrahydro-1H-benzo[d]azepin-7-ol), ClC1=NC2=CC=C(C=C2C(=C1)OC)C (2-chloro-6-methyl-4-(methyloxy)quinoline), C([O-])([O-])=O.[Cs+].[Cs+] (cesium carbonate). The solvent is CN(C)C=O (DMF). Run at temperature 150 celsius. The product is C1(CCC1)N1CCC2=C(CC1)C=CC(=C2)OC2=NC1=CC=C(C=C1C(=C2)OC)C (3-Cyclobutyl-7-{[6-methyl-4-(methyloxy)-2-quinolinyl]oxy}-2,3,4,5-tetrahydro-1H-3-benzazepine). Reaction SMILES: [CH:1]1([N:5]2[CH2:11][CH2:10][C:9]3[CH:12]=[C:13]([OH:16])[CH:14]=[CH:15][C:8]=3[CH2:7][CH2:6]2)[CH2:4][CH2:3][CH2:2]1.Cl[C:18]1[CH:27]=[C:26]([O:28][CH3:29])[C:25]2[C:20](=[CH:21][CH:22]=[C:23]([CH3:30])[CH:24]=2)[N:19]=1.C(=O)([O-])[O-].[Cs+].[Cs+]>CN(C=O)C>[CH:1]1([N:5]2[CH2:6][CH2:7][C:8]3[CH:15]=[CH:14][C:13]([O:16][C:18]4[CH:27]=[C:26]([O:28][CH3:29])[C:25]5[C:20](=[CH:21][CH:22]=[C:23]([CH3:30])[CH:24]=5)[N:19]=4)=[CH:12][C:9]=3[CH2:10][CH2:11]2)[CH2:4][CH2:3][CH2:2]1 |f:2.3.4|. Procedure: A mixture of 3-cyclobutyl-2,3,4,5-tetrahydro-1H-benzo[d]azepin-7-ol (E3) (58 mg, 0.267 mmol), 2-chloro-6-methyl-4-(methyloxy)quinoline (WO 99/55677) (56 mg, 0.027 mmol) and cesium carbonate (260 mg, 0.801 mmol) in dry DMF (3 ml) was heated at 150° C. for 2×30 mins. (300 W) in a microwave reactor. The cooled reaction mixture was partitioned between ethyl acetate (3×20 ml) and water (30 ml). The combined organic layers were washed with brine (2×30 ml), dried (Na2SO4), filtered and concentrated in ... Starting materials: C(C)OC(C(CC1=C(C=C(C=C1)OCC=1N=C(OC1C)C1=CC(=CC=C1)C(F)(F)F)C)OCC)=O ([rac]-2-ethoxy-3-{2-methyl-4-[5-methyl-2-(3-trifluoromethyl-phenyl)-oxazol-4-ylmethoxy]-phenyl}-propionic acid ethyl ester), [Li+].[OH-] (LiOH). Yields the product C(C)OC(C(=O)O)CC1=C(C=C(C=C1)OCC=1N=C(OC1C)C1=CC(=CC=C1)C(F)(F)F)C ([rac]-2-ethoxy-3-{2-methyl-4-[5-methyl-2-(3-trifluoromethyl-phenyl)-oxazol-4-ylmethoxy]-phenyl}-propionic acid). As a reaction SMILES: C([O:3][C:4](=[O:35])[CH:5]([O:32][CH2:33][CH3:34])[CH2:6][C:7]1[CH:12]=[CH:11][C:10]([O:13][CH2:14][C:15]2[N:16]=[C:17]([C:21]3[CH:26]=[CH:25][CH:24]=[C:23]([C:27]([F:30])([F:29])[F:28])[CH:22]=3)[O:18][C:19]=2[CH3:20])=[CH:9][C:8]=1[CH3:31])C.[Li+].[OH-]>>[CH2:33]([O:32][CH:5]([CH2:6][C:7]1[CH:12]=[CH:11][C:10]([O:13][CH2:14][C:15]2[N:16]=[C:17]([C:21]3[CH:26]=[CH:25][CH:24]=[C:23]([C:27]([F:28])([F:29])[F:30])[CH:22]=3)[O:18][C:19]=2[CH3:20])=[CH:9][C:8]=1[CH3:31])[C:4]([OH:35])=[O:3])[CH3:34] |f:1.2|. Reported procedure: In analogy to the procedure described in example 1 g], [rac]-2-ethoxy-3-{2-methyl-4-[5-methyl-2-(3-trifluoromethyl-phenyl)-oxazol-4-ylmethoxy]-phenyl}-propionic acid ethyl ester was treated with LiOH to obtain [rac]-2-ethoxy-3-{2-methyl-4-[5-methyl-2-(3-trifluoromethyl-phenyl)-oxazol-4-ylmethoxy]-phenyl}-propionic acid as colorless solid, which can be separated into its antipodes by methods known in the art, such as separation of the antipodes via diastereomeric salts by crystallization with opt... The reactants are CCO, COC(=O)CC1CCC(c2ccc(NC(=O)C(=O)OC)cc2)CC1, NN, O. Product: COC(=O)CC1CCC(c2ccc(NC(=O)C(=O)NN)cc2)CC1. RXN SMILES: [CH3:28][CH2:29][OH:30].[CH3:4][O:5][C:6]([CH2:7][CH:8]1[CH2:9][CH2:10][CH:11]([c:14]2[cH:15][cH:16][c:17]([NH:20][C:21]([C:22](=[O:23])[O:24][CH3:25])=[O:26])[cH:18][cH:19]2)[CH2:12][CH2:13]1)=[O:27].[NH2:2][NH2:3].[OH2:1]>>[NH:2]([NH2:3])[C:22]([C:21]([NH:20][c:17]1[cH:16][cH:15][c:14]([CH:11]2[CH2:10][CH2:9][CH:8]([CH2:7][C:6]([O:5][CH3:4])=[O:27])[CH2:13][CH2:12]2)[cH:19][cH:18]1)=[O:26])=[O:23]. Starting materials: [Br-], C1CCOC1, CON(C)C(=O)c1ccn(S(=O)(=O)N(C)C)n1, [Mg+]c1cccc(Cl)c1. Product: CN(C)S(=O)(=O)n1ccc(C(=O)c2cccc(Cl)c2)n1. Reaction SMILES: [Br-:1].[CH2:27]1[O:28][CH2:29][CH2:30][CH2:31]1.[CH3:10][O:11][N:12]([C:13](=[O:14])[c:15]1[n:16][n:17]([S:20]([N:21]([CH3:22])[CH3:23])(=[O:24])=[O:25])[cH:18][cH:19]1)[CH3:26].[Cl:2][c:3]1[cH:4][c:5]([Mg+:9])[cH:6][cH:7][cH:8]1>>[Cl:2][c:3]1[cH:4][c:5]([C:13](=[O:14])[c:15]2[n:16][n:17]([S:20]([N:21]([CH3:22])[CH3:23])(=[O:24])=[O:25])[cH:18][cH:19]2)[cH:6][cH:7][cH:8]1.